Dataset: the Open Reaction Database (ORD), a public repository of structured organic reaction records. Task: describe an organic reaction: reactants, conditions, products, and yield Starting materials: CN(C)C(=O)C1CC(F)CN1C1(Cc2ccccc2)C(=O)Nc2ccc(Cl)cc21, COc1cccc(OC(F)(F)F)c1, O=S(=O)(Cl)Cl. Yields the product COc1ccc(S(=O)(=O)N2C(=O)C(Cc3ccccc3)(N3CC(F)CC3C(=O)N(C)C)c3cc(Cl)ccc32)c(OC(F)(F)F)c1. RXN SMILES: [CH2:1]([c:2]1[cH:3][cH:4][cH:5][cH:6][cH:7]1)[C:8]1([N:19]2[CH:20]([C:21](=[O:22])[N:23]([CH3:24])[CH3:25])[CH2:26][CH:27]([F:29])[CH2:28]2)[C:9](=[O:18])[NH:10][c:11]2[cH:12][cH:13][c:14]([Cl:17])[cH:15][c:16]21.[CH3:35][O:36][c:37]1[cH:38][c:39]([O:43][C:44]([F:45])([F:46])[F:47])[cH:40][cH:41][cH:42]1.[S:30](=[O:31])(=[O:32])([Cl:33])[Cl:34]>>[CH2:1]([c:2]1[cH:3][cH:4][cH:5][cH:6][cH:7]1)[C:8]1([N:19]2[CH:20]([C:21](=[O:22])[N:23]([CH3:24])[CH3:25])[CH2:26][CH:27]([F:29])[CH2:28]2)[C:9](=[O:18])[N:10]([S:30](=[O:31])(=[O:32])[c:40]2[c:39]([O:43][C:44]([F:45])([F:46])[F:47])[cH:38][c:37]([O:36][CH3:35])[cH:42][cH:41]2)[c:11]2[cH:12][cH:13][c:14]([Cl:17])[cH:15][c:16]21. Starting materials: N1CCCCC1 (piperidine), piperidino enamine, C1(C=CC(C=C1)=O)=O (benzoquinone), C1(=CC=CC=C1)C (toluene). The product is CC1(C(OC2=C1C=C(C=C2)O)N2CCCCC2)C (2,3-dihydro-3,3-dimethyl-5-hydroxy-2-piperidino-benzofuran). As a reaction SMILES: [NH:1]1[CH2:6][CH2:5][CH2:4][CH2:3][CH2:2]1.[C:7]1(=[O:14])[CH:12]=[CH:11][C:10](=[O:13])[CH:9]=[CH:8]1.[C:15]1([CH3:21])[CH:20]=CC=C[CH:16]=1>>[CH3:16][C:15]1([CH3:21])[C:9]2[CH:8]=[C:7]([OH:14])[CH:12]=[CH:11][C:10]=2[O:13][CH:20]1[N:1]1[CH2:6][CH2:5][CH2:4][CH2:3][CH2:2]1. Reported procedure: The process of Example 1 was repeated using 196.2 parts of piperidine in place of the morpholine. The product was the corresponding piperidino enamine which was reacted with benzoquinone in toluene to give 2,3-dihydro-3,3-dimethyl-5-hydroxy-2-piperidino-benzofuran. This was converted to 2,3-dihydro-3,3-dimethyl-2-piperidino-benzofuran-5-yl methanesulphonate and then to 2,3-dihydro-3,3-dimethyl-2-ethoxy-benzofuran-5-yl methane sulphonate as in Example 5. Reactants: O (water), FC(C1=NN(C=2CCCCC12)C1=CC=C(C(=O)OC)C=C1)(F)F (methyl 4-[3-(trifluoromethyl)-4,5,6,7-tetrahydro-1H-indazol-1-yl]benzoate), [OH-].[Na+] (sodium hydroxide). The solvent is C(C)O (ethanol). Yields the product FC(C1=NN(C=2CCCCC12)C1=CC=C(C(=O)O)C=C1)(F)F (4-[3-(trifluoromethyl)-4,5,6,7-tetrahydro-1H-indazol-1-yl]benzoic acid). Yield: 38.7%. RXN SMILES: [F:1][C:2]([F:23])([F:22])[C:3]1[C:11]2[CH2:10][CH2:9][CH2:8][CH2:7][C:6]=2[N:5]([C:12]2[CH:21]=[CH:20][C:15]([C:16]([O:18]C)=[O:17])=[CH:14][CH:13]=2)[N:4]=1.[OH-].[Na+].O>C(O)C>[F:23][C:2]([F:1])([F:22])[C:3]1[C:11]2[CH2:10][CH2:9][CH2:8][CH2:7][C:6]=2[N:5]([C:12]2[CH:21]=[CH:20][C:15]([C:16]([OH:18])=[O:17])=[CH:14][CH:13]=2)[N:4]=1 |f:1.2|. Reported procedure: A mixture of methyl 4-[3-(trifluoromethyl)-4,5,6,7-tetrahydro-1H-indazol-1-yl]benzoate (600 mg, 1.85 mmol), sodium hydroxide (81 mg, 2.0 mmol), in ethanol (4 ml) and water (4 ml) was stirred at reflux for 1 hour. The reaction mix was allowed to cool and the ethanol was removed under reduced pressure and the residue was partitioned between diethyl ether (10 ml) and water (10 ml). The aqueous layer was separated and made acidic with 2N HCl, then extracted with dichloromethane. The organic layer wa... The reactants are C1CCCCC1, O=C1CC2C=CC1CC2, [Hg]. Product: O=C1CC2CC=CCC12. Reaction SMILES: [CH2:10]1[CH2:11][CH2:12][CH2:13][CH2:14][CH2:15]1.[CH:1]12[C:2](=[O:9])[CH2:3][CH:4]([CH:5]=[CH:6]1)[CH2:7][CH2:8]2.[Hg:16]>>[CH:1]1=[CH:8][CH2:7][CH:4]2[CH2:3][C:2](=[O:9])[CH:5]2[CH2:6]1. Reactants: CCO, ClCCCN1CCCCC1, Cl, CC(C)CC(N)C(O)c1ccccc1. The product is Cl, Cl, CC(C)CC(NCCCN1CCCCC1)C(O)c1ccccc1. Reaction SMILES: [CH3:26][CH2:27][OH:28].[Cl:15][CH2:16][CH2:17][CH2:18][N:19]1[CH2:20][CH2:21][CH2:22][CH2:23][CH2:24]1.[ClH:25].[NH2:1][CH:2]([CH:3]([OH:4])[c:5]1[cH:6][cH:7][cH:8][cH:9][cH:10]1)[CH2:11][CH:12]([CH3:13])[CH3:14]>>[ClH:15].[ClH:25].[NH:1]([CH:2]([CH:3]([OH:4])[c:5]1[cH:6][cH:7][cH:8][cH:9][cH:10]1)[CH2:11][CH:12]([CH3:13])[CH3:14])[CH2:16][CH2:17][CH2:18][N:19]1[CH2:20][CH2:21][CH2:22][CH2:23][CH2:24]1.